Task: describe an organic reaction: reactants, conditions, products, and yield. Dataset: the Open Reaction Database (ORD), a public repository of structured organic reaction records Reactants: C(CCCC)[C@@H]1CC[C@H](CC1)C1=CC=C(C=C1)C1=CC2=C(C=C1)C(=O)OC2=O (4'-(trans-4-n-pentylcyclohexyl)-biphenyl-3,4-dicarboxylic acid anhydride), C1(O)=CC=C(O)C=C1 (hydroquinone), C(C(=O)O)(=O)O (oxalic acid). The product is OC1=CC=C(C=2C(C3=CC(=CC=C3C(C12)=O)C1=CC=C(C=C1)[C@@H]1CC[C@H](CC1)CCCCC)=O)O (1,4-dihydroxy-6-[4-(trans-4-n-pentylcyclo-hexyl)-phenyl]-anthraquinone). Reaction SMILES: [CH2:1]([C@H:6]1[CH2:11][CH2:10][C@H:9]([C:12]2[CH:17]=[CH:16][C:15]([C:18]3[CH:23]=[CH:22][C:21]4[C:24]([O:26][C:27](=O)[C:20]=4[CH:19]=3)=[O:25])=[CH:14][CH:13]=2)[CH2:8][CH2:7]1)[CH2:2][CH2:3][CH2:4][CH3:5].[C:29]1([CH:36]=[CH:35][C:33]([OH:34])=[CH:32][CH:31]=1)[OH:30].C(O)(=O)C(O)=O>>[OH:30][C:29]1[C:36]2[C:24](=[O:25])[C:21]3[C:20](=[CH:19][C:18]([C:15]4[CH:14]=[CH:13][C:12]([C@H:9]5[CH2:10][CH2:11][C@H:6]([CH2:1][CH2:2][CH2:3][CH2:4][CH3:5])[CH2:7][CH2:8]5)=[CH:17][CH:16]=4)=[CH:23][CH:22]=3)[C:27](=[O:26])[C:35]=2[C:33]([OH:34])=[CH:32][CH:31]=1. Reported procedure: 1.2 g of 4'-(trans-4-n-pentylcyclohexyl)-biphenyl-3,4-dicarboxylic acid anhydride, 2.0 g of hydroquinone and 10 g of oxalic acid are heated for 2 hours to 220°. After cooling, the 1,4-dihydroxy-6-[4-(trans-4-n-pentylcyclo-hexyl)-phenyl]-anthraquinone obtained is purified by recrystallization from ethanol. Reactants: C(C#CC)OC1=NC=NC(=C1)NC1=CC=CC=C1 (4-(2-butynyloxy)-6-anilinopyrimidine), [H-].[Na+] (sodium hydride), [Cl-].[NH4+] (ammonium chloride), ICCC (iodopropane). Run in O1CCCC1 (tetrahydrofuran), O1CCCC1 (tetrahydrofuran), O1CCCC1 (tetrahydrofuran). Product: C(CC)N(C1=CC=CC=C1)C1=NC=NC(=C1)OCC#CC (4-(N-propyl-N-phenylamino)-6-(2-butynyloxy)pyrimidine). The yield is 51.0%. As a reaction SMILES: [H-].[Na+].[CH2:3]([O:7][C:8]1[CH:13]=[C:12]([NH:14][C:15]2[CH:20]=[CH:19][CH:18]=[CH:17][CH:16]=2)[N:11]=[CH:10][N:9]=1)[C:4]#[C:5][CH3:6].I[CH2:22][CH2:23][CH3:24].[Cl-].[NH4+]>O1CCCC1>[CH2:22]([N:14]([C:12]1[CH:13]=[C:8]([O:7][CH2:3][C:4]#[C:5][CH3:6])[N:9]=[CH:10][N:11]=1)[C:15]1[CH:20]=[CH:19][CH:18]=[CH:17][CH:16]=1)[CH2:23][CH3:24] |f:0.1,4.5|. Reported procedure: In 1.5 ml of tetrahydrofuran was suspended 0.05 g of sodium hydride (60% in oil), to which 0.6 ml of a tetrahydrofuran solution containing 0.2 g of 4-(2-butynyloxy)-6-anilinopyrimidine was slowly added dropwise with stirring at room temperature. The mixture was stirred at room temperature for 20 minutes, to which 0.3 ml of a tetrahydrofuran solution containing 0.17 g of iodopropane was slowly added dropwise at room temperature, followed by stirring for 8 hours. The reaction mixture was then pour... The reactants are C(C)OC(CCC1C(C2C(C(C1)C2)(C)C)=C)=O ((6,6-Dimethyl-2-methylene-bicyclo[3.1.1]hept-3-ylmethyl)-acetic acid ethyl ester), [OH-].[Na+] (NaOH). Run in C(C)O (ethanol). Reaction conditions: time 18 hour. Yields the product CC1(C2CC(C(C1C2)=C)CCC(=O)O)C ((6,6-Dimethyl-2-methylene-bicyclo[3.1.1]hept-3-ylmethyl)-acetic acid). Yield: 91.7%. RXN SMILES: C([O:3][C:4](=[O:17])[CH2:5][CH2:6][CH:7]1[CH2:12][CH:11]2[CH2:13][CH:9]([C:10]2([CH3:15])[CH3:14])[C:8]1=[CH2:16])C.[OH-].[Na+]>C(O)C>[CH3:14][C:10]1([CH3:15])[CH:9]2[CH2:13][CH:11]1[CH2:12][CH:7]([CH2:6][CH2:5][C:4]([OH:17])=[O:3])[C:8]2=[CH2:16] |f:1.2|. Reported procedure: (6,6-Dimethyl-2-methylene-bicyclo[3.1.1]hept-3-ylmethyl)-acetic acid ethyl ester (3.25 g, 14.6 mmol) was dissolved in absolute ethanol (50 ml). To this solution was added 1.0 N NaOH (20 ml). After stirring for 18 hours at ambient temperature, the reaction was then concentrated to 20 ml and partitioned between 0.1 N HCl and CH2Cl2. The CH2Cl2 layer was dried over MgSO4, filtered and concentrated under vacuum to give 2.79 g of the titled compound: C.I. m/z 195.1 [M+1]; 1H NMR (CDCl3)δ 4.78 (s, 1H)... The reactants are CCCCCC (hexane), C(#N)C(C(=O)NC(=O)OCC)=CNC1=C(C=CC=C1Cl)Cl (α-cyano-β-(2,6-dichloroanilino)-N-ethoxycarbonylacrylamide), ClC1=C(N)C(=CC=C1)Cl (2,6-Dichloroaniline), C(#N)C(C(=O)NC(=O)OCC)=COCC (α-cyano-β-ethoxy-N-ethoxycarbonylacrylamide). Solvent: C(C)O (ethanol), C1CCCC2=CC=CC=C12 (tetralin). Product: C(#N)C=1C(NC(N(C1)C1=C(C=CC=C1Cl)Cl)=O)=O (5-cyano-1-(2,6-dichlorophenyl)uracil). As a reaction SMILES: ClC1C=CC=C(Cl)C=1N.C(C(=COCC)C(NC(OCC)=O)=O)#N.CCCCCC.[C:31]([C:33](=[CH:42][NH:43][C:44]1[C:49]([Cl:50])=[CH:48][CH:47]=[CH:46][C:45]=1[Cl:51])[C:34]([NH:36][C:37](OCC)=[O:38])=[O:35])#[N:32]>C(O)C.C1C2C(=CC=CC=2)CCC1>[C:31]([C:33]1[C:34](=[O:35])[NH:36][C:37](=[O:38])[N:43]([C:44]2[C:49]([Cl:50])=[CH:48][CH:47]=[CH:46][C:45]=2[Cl:51])[CH:42]=1)#[N:32]. Procedure: 2,6-Dichloroaniline and α-cyano-β-ethoxy-N-ethoxycarbonylacrylamide in ethanol is refluxed 3 days and hexane added to prepare α-cyano-β-(2,6-dichloroanilino)-N-ethoxycarbonylacrylamide, which is cyclized by heating in tetralin to yield 5-cyano-1-(2,6-dichlorophenyl)uracil, m.p. 273°-274.5°. Reactants: O=C1CCC(=O)N1Br, ClC(Cl)(Cl)Cl, Cc1ccc(C#N)nc1Cl. Yields the product N#Cc1ccc(CBr)c(Cl)n1. RXN SMILES: [Br:11][N:12]1[C:13](=[O:14])[CH2:15][CH2:16][C:17]1=[O:18].[C:19]([Cl:20])([Cl:21])([Cl:22])[Cl:23].[Cl:1][c:2]1[n:3][c:4]([C:9]#[N:10])[cH:5][cH:6][c:7]1[CH3:8]>>[Cl:1][c:2]1[n:3][c:4]([C:9]#[N:10])[cH:5][cH:6][c:7]1[CH2:8][Br:11]. The reactants are CCC1(c2c[nH]cn2)Cc2ccc([N+](=O)[O-])cc2C1=O, CCO, [H][H]. Product: CCC1(c2c[nH]cn2)Cc2ccc(N)cc2C1=O. Reaction SMILES: [CH2:1]([CH3:2])[C:3]1([c:16]2[n:17][cH:18][nH:19][cH:20]2)[C:4](=[O:15])[c:5]2[cH:6][c:7]([N+:12]([O-:13])=[O:14])[cH:8][cH:9][c:10]2[CH2:11]1.[CH3:23][CH2:24][OH:25].[H:21][H:22]>>[CH2:1]([CH3:2])[C:3]1([c:16]2[n:17][cH:18][nH:19][cH:20]2)[C:4](=[O:15])[c:5]2[cH:6][c:7]([NH2:12])[cH:8][cH:9][c:10]2[CH2:11]1.